Dataset: the Open Reaction Database (ORD), a public repository of structured organic reaction records. Task: describe an organic reaction: reactants, conditions, products, and yield Starting materials: Cl (hydrochloric acid), [OH-].[Na+] (NaOH), C1(=CC=CC=C1)P(C=1C=C(C=CC1)CP(OCC(C)C)=O)C1=CC=CC=C1 (isobutyl (3-diphenylphosphinophenyl)methylphosphinate). The solvent is O (water), C1CCOC1 (THF). Reaction conditions: temperature 23 celsius, time 10 minute. Product: C1(=CC=CC=C1)P(C=1C=C(C=CC1)CP(O)=O)C1=CC=CC=C1 ((3-diphenylphosphinophenyl)methylphosphinic acid). The yield is 47.6%. Reaction SMILES: [OH-].[Na+].[C:3]1([P:9]([C:24]2[CH:29]=[CH:28][CH:27]=[CH:26][CH:25]=2)[C:10]2[CH:11]=[C:12]([CH2:16][PH:17](=[O:23])[O:18]CC(C)C)[CH:13]=[CH:14][CH:15]=2)[CH:8]=[CH:7][CH:6]=[CH:5][CH:4]=1.Cl>O.C1COCC1>[C:3]1([P:9]([C:24]2[CH:29]=[CH:28][CH:27]=[CH:26][CH:25]=2)[C:10]2[CH:11]=[C:12]([CH2:16][PH:17](=[O:18])[OH:23])[CH:13]=[CH:14][CH:15]=2)[CH:4]=[CH:5][CH:6]=[CH:7][CH:8]=1 |f:0.1|. Reported procedure: 0.50 g (12.6 mmol) of NaOH in 7 ml of water are added dropwise at 23° C. to a solution of 2.50 g (6.3 mmol) of isobutyl (3-diphenylphosphinophenyl)methylphosphinate in 7 ml of THF. After refluxing for 6 hours, 1.04 ml (12.6 mmol) of concentrated hydrochloric acid are added dropwise at 23° C., the mixture is stirred for 10 min at 23° C. and evaporated to dryness under reduced pressure. The residue is substantially dissolved in boiling methanol, filtered hot and crystallized for 22 h at -20° C. 1.... The reactants are O=C(NCCc1ccccc1Cl)C1CCCCC1, O=P(Cl)(Cl)Cl. Yields the product Clc1cccc2c1CCN=C2C1CCCCC1. As a reaction SMILES: [CH:1]1([C:7](=[O:8])[NH:9][CH2:10][CH2:11][c:12]2[c:13]([Cl:18])[cH:14][cH:15][cH:16][cH:17]2)[CH2:2][CH2:3][CH2:4][CH2:5][CH2:6]1.[P:19]([Cl:20])([Cl:21])([Cl:22])=[O:23]>>[CH:1]1([C:7]2=[N:9][CH2:10][CH2:11][c:12]3[c:13]([Cl:18])[cH:14][cH:15][cH:16][c:17]32)[CH2:2][CH2:3][CH2:4][CH2:5][CH2:6]1. Starting materials: C(C)OC(=O)N1[C@@H](C[C@@H](C2=NC(=CC=C12)OC)NC1=NC=C(C(=N1)CC1=CC(=CC(=C1)C(F)(F)F)C#N)N1CCOCC1)CC ((2R,4S)-4-{(3-Cyano-5-trifluoromethylbenzyl)-[5-(morpholin-4-yl)pyrimidin-2-yl]}amino-2-ethyl-6-methoxy-3,4-dihydro-2H-[1,5]naphthyridine-1-carboxylic acid ethyl ester), CO (methanol), [OH-].[Na+] (NaOH). Run at time 1 day. Product: C(C)OC(=O)N1[C@@H](C[C@@H](C2=NC(=CC=C12)OC)NC1=NC=C(C(=N1)CC1=CC(=CC(=C1)C(F)(F)F)C(=O)OC)N1CCOCC1)CC ((2R,4S)-2-ethyl-6-methoxy-4-{(3-methoxycarbonyl-5-trifluoromethylbenzyl)-[5-(morpholin-4-yl)pyrimidin-2-yl]}amino-3,4-dihydro-2H-[1,5]naphthyridine-1-carboxylic acid ethyl ester). Reaction SMILES: [CH2:1]([O:3][C:4]([N:6]1[C:15]2[C:10](=[N:11][C:12]([O:16][CH3:17])=[CH:13][CH:14]=2)[C@@H:9]([NH:18][C:19]2[N:24]=[C:23]([CH2:25][C:26]3[CH:31]=[C:30]([C:32]([F:35])([F:34])[F:33])[CH:29]=[C:28]([C:36]#N)[CH:27]=3)[C:22]([N:38]3[CH2:43][CH2:42][O:41][CH2:40][CH2:39]3)=[CH:21][N:20]=2)[CH2:8][C@H:7]1[CH2:44][CH3:45])=[O:5])[CH3:2].[OH-:46].[Na+].[CH3:48][OH:49]>>[CH2:1]([O:3][C:4]([N:6]1[C:15]2[C:10](=[N:11][C:12]([O:16][CH3:17])=[CH:13][CH:14]=2)[C@@H:9]([NH:18][C:19]2[N:24]=[C:23]([CH2:25][C:26]3[CH:31]=[C:30]([C:32]([F:35])([F:33])[F:34])[CH:29]=[C:28]([C:36]([O:49][CH3:48])=[O:46])[CH:27]=3)[C:22]([N:38]3[CH2:43][CH2:42][O:41][CH2:40][CH2:39]3)=[CH:21][N:20]=2)[CH2:8][C@H:7]1[CH2:44][CH3:45])=[O:5])[CH3:2] |f:1.2|. Procedure: (2R,4S)-4-{(3-Cyano-5-trifluoromethylbenzyl)-[5-(morpholin-4-yl)pyrimidin-2-yl]}amino-2-ethyl-6-methoxy-3,4-dihydro-2H-[1,5]naphthyridine-1-carboxylic acid ethyl ester (315 mg) is dissolved in methanol (9 ml), and thereto is added 1N aqueous NaOH solution (1 ml). The mixture is stirred at room temperature for 1 day, and partitioned by adding 1N HCl and ethyl acetate. The organic layer is washed with saturated brine and dried over magnesium sulfate, then concentrated under reduced pressure. The r... Starting materials: C(#N)C1=CC=C(C=C1)CN1NC(=C2C1=NC(=NC2=O)C2=CC=NC=C2)C (1-(4-cyanophenylmethyl)-3-methyl-6-(4-pyridyl)-pyrazolo[3,4-d]pyrimidin-4-one), [OH-].[Na+] (NaOH), C(C)O (ethanol). Yields the product C(=O)(O)C1=CC=C(C=C1)CN1NC(=C2C1=NC(=NC2=O)C2=CC=NC=C2)C (1-(4-carboxyphenylmethyl)-3-methyl-6-(4-pyridyl)-pyrazolo[3,4-d]pyrimidin-4-one). Isolated yield 16.0%. RXN SMILES: C(C1[CH:8]=[CH:7][C:6]([CH2:9][N:10]2[C:14]3=[N:15][C:16]([C:20]4[CH:25]=[CH:24][N:23]=[CH:22][CH:21]=4)=[N:17][C:18](=[O:19])[C:13]3=[C:12]([CH3:26])[NH:11]2)=[CH:5][CH:4]=1)#N.[OH-:27].[Na+].[CH2:29]([OH:31])[CH3:30]>>[C:29]([C:30]1[CH:8]=[CH:7][C:6]([CH2:9][N:10]2[C:14]3=[N:15][C:16]([C:20]4[CH:25]=[CH:24][N:23]=[CH:22][CH:21]=4)=[N:17][C:18](=[O:19])[C:13]3=[C:12]([CH3:26])[NH:11]2)=[CH:5][CH:4]=1)([OH:27])=[O:31] |f:1.2|. Procedure details: A mixture of 1-(4-cyanophenylmethyl)-3-methyl-6-(4-pyridyl)-pyrazolo[3,4-d]pyrimidin-4-one (1.6 g, 4.5 mmol), 10M NaOH (50 ml) and ethanol (50 ml) was refluxed for 4 hours. The mixture was filtered while hot, the filtrate was cooled and acidified with acetic acid (pH 6). The product was collected by filtration and washed with ethanol and ether. The product was recrystallized from DMF to afford 0.26 g (16%) of 1-(4-carboxyphenylmethyl)-3-methyl-6-(4-pyridyl)-pyrazolo[3,4-d]pyrimidin-4-one as an o... Reactants: N#CBr (Cyanogen bromide), solution, N[C@@H](C[SeH])C(=O)O (Sec), ClC1=CC(=C(C=C1Cl)N)N (4,5-Dichloro-1,2-phenylenediamine), C (charcoal). Solvent: CC#N (CH3CN), O (H2O), CO (MeOH). Conditions: time 24 hour. The product is NC=1NC2=C(N1)C=C(C(=C2)Cl)Cl (2-Amino-5,6-dichlorobenzimidazole). RXN SMILES: [NH2:1][C@H:2](C(O)=O)C[SeH].N#CBr.[Cl:11][C:12]1[C:17]([Cl:18])=[CH:16][C:15]([NH2:19])=[C:14]([NH2:20])[CH:13]=1.C>CC#N.O.CO>[NH2:1][C:2]1[NH:20][C:14]2[CH:13]=[C:12]([Cl:11])[C:17]([Cl:18])=[CH:16][C:15]=2[N:19]=1. Procedure details: A modified procedure of the procedure described by Leonard, N. J., et al., J. Am. Chem. Sec. 69:2459 (1947), was followed. Cyanogen bromide (136.6 g, 1.3M, 260 mL of a 5M solution in CH3CN from) was added to a solution of MeOH (250 mL) in H2O (1500 mL). 4,5-Dichloro-1,2-phenylenediamine (available commercially from Aldrich Chemical Company) (222.4 g, 1.26M) was then added in five portions, as the initial reaction is exothermic. The reaction mixture was stirred without heating for 80 hr. then tre... Starting materials: CC1(C(C1C=C(C(=O)OC(C)(C)C)OC(C)(C)C)C(=O)[O-])C (2,2-dimethyl-3-[2-tert.butoxy-2-tert.butoxycarbonyl-ethenyl]-cyclopropane-carboxylate), CO (methanol), Cl (hydrochloric acid). The solvent is O (water). Reaction conditions: temperature 20 celsius, time 6 hour. The product is CC1(C(C1C=C(C(=O)OC(C)(C)C)OC(C)(C)C)C(=O)O)C (2,2-dimethyl-3-[2-tert.-butoxy-2-tert.-butoxycarbonyl-ethenyl]-cyclopropane-carboxylic acid). Reaction SMILES: [CH3:1][C:2]1([CH3:22])[CH:4]([CH:5]=[C:6]([O:14][C:15]([CH3:18])([CH3:17])[CH3:16])[C:7]([O:9][C:10]([CH3:13])([CH3:12])[CH3:11])=[O:8])[CH:3]1[C:19]([O-:21])=[O:20].CO.Cl>O>[CH3:1][C:2]1([CH3:22])[CH:4]([CH:5]=[C:6]([O:14][C:15]([CH3:18])([CH3:17])[CH3:16])[C:7]([O:9][C:10]([CH3:11])([CH3:12])[CH3:13])=[O:8])[CH:3]1[C:19]([OH:21])=[O:20]. Procedure details: A mixture of 590 mg Sof the product of Step B, 20 ml of methanol, 10 ml of acetane and 20 ml of aqueous N hydrochloric acid was stirred at 20° C. for 6 hours and was poured into water. The mixture was extracted with methylene chloride and the organic phase was evaporated to dryness under reduced pressure. The residue was chromatographed over silica gel and was eluted with a 4-6 hexane-ethyl acetate mixture to obtain 364 mg of (1R,transΔZ) 2,2-dimethyl-3-[2-tert.-butoxy-2-tert.-butoxycarbonyl-eth... The reactants are [OH-].[Na+] (sodium hydroxide), S(=O)(=O)([O-])[O-].[Na+].[Na+] (sodium sulfate), S(=O)(=O)([O-])[O-].[Al+3].[Na+].S(=O)(=O)([O-])[O-] (sodium aluminum sulfate). The solvent is O (water). Product: S(=O)(=O)([O-])[O-].[Na+].[Na+] (sodium sulfate), [OH-].[Al+3].[OH-].[OH-] (aluminum hydroxide). As a reaction SMILES: [S:1]([O-:5])([O-:4])(=[O:3])=[O:2].[Na+:6].[Na+].S([O-])([O-])(=O)=[O:9].[Al+3:13].[Na+].S([O-])([O-])(=O)=[O:16].[OH-:20].[Na+]>O>[S:1]([O-:5])([O-:4])(=[O:3])=[O:2].[Na+:6].[Na+:6].[OH-:9].[Al+3:13].[OH-:16].[OH-:20] |f:0.1.2,3.4.5.6,7.8,10.11.12,13.14.15.16|. Reported procedure: the sodium cryolite is sucked out and then fed into a rotary reaction kettle together with concentrated sulfuric acid, hydrogen fluoride gas as well as sodium sulfate and sodium aluminum sulfate are generated by reaction in the rotary reaction kettle, and the hydrogen fluoride gas is collected and then dissolved in water to obtain hydrofluoric acid; the solid mixture of sodium sulfate and sodium aluminum sulfate is crushed and then dissolved in water, sodium hydroxide is added for the purpose of... Starting materials: CS(=O)(=O)O (methanesulfonic acid), FC(OC1=CC=C(C=C1)C=CC=1OC=C(N1)COC1=CC=C(C=C1)CCCCN1N=NC=C1)(F)F (1-[4-(4-{2-[2-(4-Trifluoromethoxy-phenyl)-vinyl]-oxazol-4-ylmethoxy}-phenyl)-butyl]-1H-[1,2,3]triazole), C(C)OCC (diethyl ether). The solvent is O1CCCC1 (tetrahydrofuran). Conditions: time 1 hour. Yields the product CS(=O)(=O)[O-].FC(OC1=CC=C(C=C1)C=CC=1OC=C(N1)COC1=CC=C(C=C1)CCCC[NH+]1N=NC=C1)(F)F (1-[4-(4-{2-[2-(4-Trifluoromethoxy-phenyl)-vinyl]-oxazol-4-ylmethoxy}-phenyl)-butyl]-1H-[1,2,3]triazolium methanesulfonat). Yield: 85.4%. Reaction SMILES: [F:1][C:2]([F:35])([F:34])[O:3][C:4]1[CH:9]=[CH:8][C:7]([CH:10]=[CH:11][C:12]2[O:13][CH:14]=[C:15]([CH2:17][O:18][C:19]3[CH:24]=[CH:23][C:22]([CH2:25][CH2:26][CH2:27][CH2:28][N:29]4[CH:33]=[CH:32][N:31]=[N:30]4)=[CH:21][CH:20]=3)[N:16]=2)=[CH:6][CH:5]=1.[CH3:36][S:37]([OH:40])(=[O:39])=[O:38].C(OCC)C>O1CCCC1>[CH3:36][S:37]([O-:40])(=[O:39])=[O:38].[F:34][C:2]([F:1])([F:35])[O:3][C:4]1[CH:9]=[CH:8][C:7]([CH:10]=[CH:11][C:12]2[O:13][CH:14]=[C:15]([CH2:17][O:18][C:19]3[CH:24]=[CH:23][C:22]([CH2:25][CH2:26][CH2:27][CH2:28][NH+:29]4[CH:33]=[CH:32][N:31]=[N:30]4)=[CH:21][CH:20]=3)[N:16]=2)=[CH:6][CH:5]=1 |f:4.5|. Procedure: 12.1 g (25 mmol) 1-[4-(4-{2-[2-(4-Trifluoromethoxy-phenyl)-vinyl]-oxazol-4-ylmethoxy}-phenyl)-butyl]-1H-[1,2,3]triazole were dissolved in 150 ml tetrahydrofuran at 50° C., cooled to room temperature, treated with 1.625 ml (25 mmol) methanesulfonic acid and stirred for lh. After the addition of 300 ml diethyl ether stirring was continued for 1 h, the precipitate collected and washed with diethyl ether. Drying over phosphorus pentoxide yielded 12.4 g (85%) 1-[4-(4-{2-[2-(4-Trifluoromethoxy-phenyl)...